Dataset: the Open Reaction Database (ORD), a public repository of structured organic reaction records. Task: describe an organic reaction: reactants, conditions, products, and yield Reactants: ClC1=CC=C(C=C1)C1=NC=2N(C(=C1)C(F)(F)F)N=CC2C(=O)O (5-(4-chloro-phenyl)-7-trifluoromethyl-pyrazolo[1,5-a]pyrimidine-3-carboxylic acid), OCC(C)(C)NS(=O)(=O)C1=C(N=C(S1)N)C (2-amino-4-methyl-thiazole-5-sulfonic acid (2-hydroxy-1,1-dimethyl-ethyl)-amide). The product is OCC(C)(C)NS(=O)(=O)C1=C(N=C(S1)NC(=O)C=1C=NN2C1N=C(C=C2C(F)(F)F)C2=CC=C(C=C2)Cl)C (5-(4-Chloro-phenyl)-7-trifluoromethyl-pyrazolo[1,5-a]pyrimidine-3-carboxylic acid [5-(2-hydroxy-1,1-dimethyl-ethylsulfamoyl)-4-methyl-thiazol-2-yl]-amide). Reaction SMILES: [Cl:1][C:2]1[CH:7]=[CH:6][C:5]([C:8]2[CH:13]=[C:12]([C:14]([F:17])([F:16])[F:15])[N:11]3[N:18]=[CH:19][C:20]([C:21](O)=[O:22])=[C:10]3[N:9]=2)=[CH:4][CH:3]=1.[OH:24][CH2:25][C:26]([NH:29][S:30]([C:33]1[S:37][C:36]([NH2:38])=[N:35][C:34]=1[CH3:39])(=[O:32])=[O:31])([CH3:28])[CH3:27]>>[OH:24][CH2:25][C:26]([NH:29][S:30]([C:33]1[S:37][C:36]([NH:38][C:21]([C:20]2[CH:19]=[N:18][N:11]3[C:12]([C:14]([F:17])([F:16])[F:15])=[CH:13][C:8]([C:5]4[CH:4]=[CH:3][C:2]([Cl:1])=[CH:7][CH:6]=4)=[N:9][C:10]=23)=[O:22])=[N:35][C:34]=1[CH3:39])(=[O:32])=[O:31])([CH3:28])[CH3:27]. Reported procedure: The title compound was prepared from 5-(4-chloro-phenyl)-7-trifluoromethyl-pyrazolo[1,5-a]pyrimidine-3-carboxylic acid (example C.4) and 2-amino-4-methyl-thiazole-5-sulfonic acid (2-hydroxy-1,1-dimethyl-ethyl)-amide (example B.3) according to general procedure II. Yellow solid. MS (ISP) 587.1 [(M+H)+]; mp 274° C. The reactants are BrC=1C=C2C(=NC1[C@H](C)N)C=CN2C ((S)-1-(6-bromo-1-methyl-1H-pyrrolo[3,2-b]pyridin-5-yl)ethan-1-amine), N1CC(CCC1)O (piperidin-3-ol), CC(C)(C)[O-].[K+] (potassium 2-methylpropan-2-olate). Run in O1CCOCC1 (dioxane). Run at temperature 150 celsius. Product: N[C@@H](C)C1=C(C=C2C(=N1)C=CN2C)N2CC(CCC2)O (1-(5-((S)-1-Aminoethyl)-1-methyl-1H-pyrrolo[3,2-b]pyridin-6-yl)piperidin-3-ol). The yield is 273.4%. RXN SMILES: Br[C:2]1[CH:3]=[C:4]2[N:13]([CH3:14])[CH:12]=[CH:11][C:5]2=[N:6][C:7]=1[C@@H:8]([NH2:10])[CH3:9].[NH:15]1[CH2:20][CH2:19][CH2:18][CH:17]([OH:21])[CH2:16]1.CC([O-])(C)C.[K+]>O1CCOCC1>[NH2:10][C@H:8]([C:7]1[N:6]=[C:5]2[CH:11]=[CH:12][N:13]([CH3:14])[C:4]2=[CH:3][C:2]=1[N:15]1[CH2:20][CH2:19][CH2:18][CH:17]([OH:21])[CH2:16]1)[CH3:9] |f:2.3|. Procedure: A mixture of (S)-1-(6-bromo-1-methyl-1H-pyrrolo[3,2-b]pyridin-5-yl)ethan-1-amine (508 mg, 2.00 mmol), piperidin-3-ol (1.01 g, 10.0 mmol) and potassium 2-methylpropan-2-olate (1.56 g, 14.0 mmol) in dioxane (15 mL) was heated to 150° C. for 2 hours in a microwave reactor. The solvent was evaporated in vacuo to give the crude product (1.5 g) as a yellow oil which was used in the next step without further purification. ESI-MS m/z [M+H]+ calc'd for C15H22N4O, 275. found 275.